Dataset: the Open Reaction Database (ORD), a public repository of structured organic reaction records. Task: describe an organic reaction: reactants, conditions, products, and yield Reaction SMILES: [C:1]([C:11]1[CH:16]=[CH:15][CH:14]=[CH:13][CH:12]=1)(=O)[CH2:2][CH2:3][CH2:4][CH2:5][CH2:6][CH2:7][CH2:8][CH3:9].[CH-:17]1[CH:21]=[CH:20][CH:19]=[CH:18]1.[Na+]>C1COCC1>[CH2:2]([C:1]([C:11]1[CH:16]=[CH:15][CH:14]=[CH:13][CH:12]=1)=[C:20]1[CH:19]=[CH:18][CH:17]=[CH:21]1)[CH2:3][CH2:4][CH2:5][CH2:6][CH2:7][CH2:8][CH3:9] |f:1.2|. Reported procedure: Under a nitrogen atmosphere, 2.0 g (9.2 mmol) of n-nonanophenone and 30 mL of dry THF were put into a 100-mL Schlenk flask to produce a solution. To this solution, 5.6 mL (11.2 mmol) of a solution of 2.0-M sodium cyclopentadienide in THF was added under cooling with ice, and the product was stirred at room temperature for 19 hours. Then, the obtained deep red solution was quenched with dilute aqueous hydrochloric acid under cooling with ice. Then, 30 mL of diethyl ether was added thereto, and th... Solvent: C1CCOC1 (THF), C1CCOC1 (THF). Isolated yield 72.5%. The product is C(CCCCCCC)C(=C1C=CC=C1)C1=CC=CC=C1 (6-(n-octyl)-6-phenylfulvene). The reactants are solution, 2.0-M, [CH-]1C=CC=C1.[Na+] (sodium cyclopentadienide), C(CCCCCCCC)(=O)C1=CC=CC=C1 (n-nonanophenone). Conditions: time 19 hour. The reactants are FC1=CC=C(C=C1)C(CN1C(=NC=C1)C)OC=1C=CC(=C(C(=O)OC)C1)CCC1=CC=C(C=C1)F (Methyl 5-[1-(4-fluorophenyl)-2-(2-methylimidazol-1-yl)ethoxy]-2-(4-fluorophenethyl)benzoate), [OH-].[Na+] (sodium hydroxide). The product is FC1=CC=C(C=C1)C(CN1C(=NC=C1)C)OC=1C=CC(=C(C(=O)O)C1)CCC1=CC=C(C=C1)F (5-[1-(4-fluorophenyl)-2-(2-methylimidazol-1-yl)ethoxy]-2-(4-fluorophenethyl)benzoic acid). Isolated yield 45.2%. As a reaction SMILES: [F:1][C:2]1[CH:7]=[CH:6][C:5]([CH:8]([O:16][C:17]2[CH:18]=[CH:19][C:20]([CH2:27][CH2:28][C:29]3[CH:34]=[CH:33][C:32]([F:35])=[CH:31][CH:30]=3)=[C:21]([CH:26]=2)[C:22]([O:24]C)=[O:23])[CH2:9][N:10]2[CH:14]=[CH:13][N:12]=[C:11]2[CH3:15])=[CH:4][CH:3]=1.[OH-].[Na+]>>[F:1][C:2]1[CH:7]=[CH:6][C:5]([CH:8]([O:16][C:17]2[CH:18]=[CH:19][C:20]([CH2:27][CH2:28][C:29]3[CH:30]=[CH:31][C:32]([F:35])=[CH:33][CH:34]=3)=[C:21]([CH:26]=2)[C:22]([OH:24])=[O:23])[CH2:9][N:10]2[CH:14]=[CH:13][N:12]=[C:11]2[CH3:15])=[CH:4][CH:3]=1 |f:1.2|. Reported procedure: Methyl 5-[1-(4-fluorophenyl)-2-(2-methylimidazol-1-yl)ethoxy]-2-(4-fluorophenethyl)benzoate (4.2 g, ˜8.8 mmol) was hydrolysed with aqueous sodium hydroxide solution under the usual conditions to give 5-[1-(4-fluorophenyl)-2-(2-methylimidazol-1-yl)ethoxy]-2-(4-fluorophenethyl)benzoic acid (1.84 g, ˜45% ) as a colourless gum. The reactants are [Li]CCCC, C1CCOC1, CCCCCC, CC1CCCN(C)C1(C)C, CC(C)OC(=O)c1ccc(C(=O)OC(C)C)c2ccccc12, [Cl-], C[Si](C)(C)Cl, [NH4+]. Product: CC(C)OC(=O)c1cc([Si](C)(C)C)c(C(=O)OC(C)C)c2ccccc12. Reaction SMILES: [CH2:11]([Li:12])[CH2:13][CH2:14][CH3:15].[CH2:51]1[O:52][CH2:53][CH2:54][CH2:55]1.[CH3:16][CH2:17][CH2:18][CH2:19][CH2:20][CH3:21].[CH3:1][CH:2]1[CH2:3][CH2:4][CH2:5][N:6]([CH3:7])[C:8]1([CH3:9])[CH3:10].[CH:27]([CH3:28])([CH3:29])[O:30][C:31](=[O:32])[c:33]1[cH:34][cH:35][c:36]([C:43](=[O:44])[O:45][CH:46]([CH3:47])[CH3:48])[c:37]2[cH:38][cH:39][cH:40][cH:41][c:42]12.[Cl-:49].[Cl:22][Si:23]([CH3:24])([CH3:25])[CH3:26].[NH4+:50]>>[Si:23]([CH3:24])([CH3:25])([CH3:26])[c:35]1[cH:34][c:33]([C:31]([O:30][CH:27]([CH3:28])[CH3:29])=[O:32])[c:42]2[c:37]([c:36]1[C:43](=[O:44])[O:45][CH:46]([CH3:47])[CH3:48])[cH:38][cH:39][cH:40][cH:41]2. The reactants are COc1cc2ncc(C#N)c(Nc3ccc(C=CC(=O)O)c4c3OCO4)c2cc1OC, CNCCOC. The product is COCCN(C)C(=O)C=Cc1ccc(Nc2c(C#N)cnc3cc(OC)c(OC)cc23)c2c1OCO2. Reaction SMILES: [C:1](#[N:2])[c:3]1[cH:4][n:5][c:6]2[cH:7][c:8]([O:30][CH3:31])[c:9]([O:28][CH3:29])[cH:10][c:11]2[c:12]1[NH:13][c:14]1[c:15]2[c:16]([c:17]([CH:20]=[CH:21][C:22](=[O:23])[OH:24])[cH:18][cH:19]1)[O:25][CH2:26][O:27]2.[CH3:32][O:33][CH2:34][CH2:35][NH:36][CH3:37]>>[C:1](#[N:2])[c:3]1[cH:4][n:5][c:6]2[cH:7][c:8]([O:30][CH3:31])[c:9]([O:28][CH3:29])[cH:10][c:11]2[c:12]1[NH:13][c:14]1[c:15]2[c:16]([c:17]([CH:20]=[CH:21][C:22](=[O:23])[N:36]([CH2:35][CH2:34][O:33][CH3:32])[CH3:37])[cH:18][cH:19]1)[O:25][CH2:26][O:27]2. Reactants: 4-hydroxy, P(=O)(Cl)(Cl)Cl (phosphorous oxychloride), NC=1N=C(C2=C(C[C@@H]3CCCN([C@H]3C2)CCC)N1)Cl (trans-(±)-2-amino-4-chloro-6-n-propyl-5,5a,6,7,8,9,9a,10-octahydropyrimido[4,5-g]-quinoline). Product: Cl.NC=1N=C(C2=C(C[C@@H]3CCCN([C@H]3C2)CCC)N1)Cl (trans-(±)-2-amino-4-chloro-6-n-propyl-5,5a,6,7,8,9,9a,10-octahydropyrimido[4,5-g]quinoline hydrochloride). As a reaction SMILES: P(Cl)(Cl)([Cl:3])=O.[NH2:6][C:7]1[N:8]=[C:9]([Cl:24])[C:10]2[CH2:19][C@H:18]3[C@@H:13]([CH2:14][CH2:15][CH2:16][N:17]3[CH2:20][CH2:21][CH3:22])[CH2:12][C:11]=2[N:23]=1>>[ClH:3].[NH2:6][C:7]1[N:8]=[C:9]([Cl:24])[C:10]2[CH2:19][C@H:18]3[C@@H:13]([CH2:14][CH2:15][CH2:16][N:17]3[CH2:20][CH2:21][CH3:22])[CH2:12][C:11]=2[N:23]=1 |f:2.3|. Reported procedure: The 4-hydroxy product thus obtained was refluxed with 4 ml. of phosphorous oxychloride. The reaction mixture, containing trans-(±)-2-amino-4-chloro-6-n-propyl-5,5a,6,7,8,9,9a,10-octahydropyrimido[4,5-g]-quinoline formed in the above reaction, was poured onto ice and the resulting aqueous mixture made basic. The basic mixture was filtered and the insoluble material dissolved in 0.1N aqueous hydrochloric acid. The hydrochloride salt thus prepared was recrystallized from ethanol to yield trans-(±)-... Starting materials: C#N (hydrogen cyanide), [Cl-].[Al+3].[Cl-].[Cl-] (aluminum chloride), ( 1 ), COC=1C=C2CCCC(C2=CC1)=O (6-methoxy-tetralone). Run in [N+](=O)([O-])C1=CC=CC=C1 (nitrobenzene). Yields the product COC=1C=C2CCC=C(C2=CC1)C#N (6-methoxy-1-cyano-3,4-dihydronaphthalene), ( 2 ). RXN SMILES: [CH3:1][O:2][C:3]1[CH:4]=[C:5]2[C:10](=[CH:11][CH:12]=1)[C:9](=O)[CH2:8][CH2:7][CH2:6]2.[CH:14]#[N:15].[Cl-].[Al+3].[Cl-].[Cl-]>[N+](C1C=CC=CC=1)([O-])=O>[CH3:1][O:2][C:3]1[CH:4]=[C:5]2[C:10](=[CH:11][CH:12]=1)[C:9]([C:14]#[N:15])=[CH:8][CH2:7][CH2:6]2 |f:2.3.4.5|. Reported procedure: A process which comprises (1) cyanating 6-methoxy-tetralone by reacting it with hydrogen cyanide and aluminum chloride in nitrobenzene at about 60°-120° C. so as to form 6-methoxy-1-cyano-3,4-dihydronaphthalene, (2) intimately mixing the resultant solution with an aqueous solution of sodium hydroxide or potassium hydroxide in the presence of a phase transfer agent at about 15°-100° C. as as to aromatize the 6-methoxy-1-cyano-3,4-dihydronaphthalene, and (3) brominating the resultant 6-methoxy-1-c...